Dataset: the Open Reaction Database (ORD), a public repository of structured organic reaction records. Task: describe an organic reaction: reactants, conditions, products, and yield Starting materials: CC1=NN(C(=C1)C)C(NS(=O)(=O)C1=CC=C(C=C1)C)=N (N-[(3,5-dimethylpyrazol-1-yl)-iminomethyl]-4-methylbenzene-sulfonamide), CS(=O)(=O)O (methanesulfonic acid), C(CC1=CC=CC=C1)N (phenethylamine). Product: NC(=NS(=O)(=O)C1=CC=C(C=C1)C)NCCC1=CC=CC=C1 (N-[aminophenethylaminomethylene]-4-methylbenzene-sulfonamide). RXN SMILES: [CH3:1][C:2]1[CH:6]=[C:5](C)[N:4]([C:8](=[NH:20])[NH:9][S:10]([C:13]2[CH:18]=[CH:17][C:16]([CH3:19])=[CH:15][CH:14]=2)(=[O:12])=[O:11])N=1.CS(O)(=O)=O.[CH2:26](N)[CH2:27][C:28]1C=CC=C[CH:29]=1>>[NH2:20][C:8]([NH:4][CH2:5][CH2:6][C:2]1[CH:1]=[CH:29][CH:28]=[CH:27][CH:26]=1)=[N:9][S:10]([C:13]1[CH:14]=[CH:15][C:16]([CH3:19])=[CH:17][CH:18]=1)(=[O:11])=[O:12]. Procedure details: The compound of Example 14 was prepared according to the accompanying synthesis procedure from 0.5 ml of N-[(3,5-dimethylpyrazol-1-yl)-iminomethyl]-4-methylbenzene-sulfonamide solution (0.2 M, acetonitrile) with 19 mg of methanesulfonic acid and 0.5 ml of phenethylamine solution (1.0 M, acetonitrile) and filed in a substance databank. Calculated mol. wt. 317.41; found mol. wt. (M+H) 318.3; 635.1 (Dimer) Reactants: C(C)(C)(C)OC(=O)NCCCCNC1=C(C=CC(=C1)F)[N+](=O)[O-] (N-(4-tert-butoxycarbonylaminobutyl)-5-fluoro-2-nitroaniline), N1C=NC=C1 (imidazole), O (water). The solvent is CS(=O)C (DMSO). Reaction conditions: temperature 150 celsius, time 4 hour. Product: C(C)(C)(C)OC(=O)NCCCCNC1=C(C=CC(=C1)N1C=NC=C1)[N+](=O)[O-] (N-(4-tert-butoxycarbonylaminobutyl)-5-(1H-imidazol-1-yl)-2-nitroaniline). Isolated yield 85.3%. As a reaction SMILES: [C:1]([O:5][C:6]([NH:8][CH2:9][CH2:10][CH2:11][CH2:12][NH:13][C:14]1[CH:19]=[C:18](F)[CH:17]=[CH:16][C:15]=1[N+:21]([O-:23])=[O:22])=[O:7])([CH3:4])([CH3:3])[CH3:2].[NH:24]1[CH:28]=[CH:27][N:26]=[CH:25]1.O>CS(C)=O>[C:1]([O:5][C:6]([NH:8][CH2:9][CH2:10][CH2:11][CH2:12][NH:13][C:14]1[CH:19]=[C:18]([N:24]2[CH:28]=[CH:27][N:26]=[CH:25]2)[CH:17]=[CH:16][C:15]=1[N+:21]([O-:23])=[O:22])=[O:7])([CH3:4])([CH3:3])[CH3:2]. Reported procedure: 1,4-Diaminobutane (4.19 g) was dissolved in tetrahydrofuran (THF: 300 ml) to which, at -10° C., was subsequently added dropwise 2,4-difluoronitrobenzene (3.00 g) dissolved in THF (100 ml). The reaction solution was warmed up to room temperature, stirred for 3 hours and then mixed with di-tert-butyl dicarbonate (8.22 g). The reaction solution was further stirred overnight, the thus formed insoluble matter was separated by filtration, the resulting filtrate was concentrated, and a mixed solution (... The reactants are [OH-].[Na+] (sodium hydroxide), C1(=C(C=CC=C1)C(=N)Cl)C (o-tolylimidocarbonyl chloride), Cl.Cl.C(C1=CC=CC=C1)ONCCN (N-(benzyloxy)ethylenediamine dihydrochloride), C1(=CC=CC=C1)C (toluene). Reagents/catalysts: S(=O)(=O)(O)[O-].C(CCC)[N+](CCCC)(CCCC)CCCC (tetra-n-butylammonium hydrogen sulfate). Run in CCOCC (ether). Run at time 8 hour. The product is C(C1=CC=CC=C1)ON1C(NCC1)=NC1=C(C=CC=C1)C (1-(benzyloxy)-2-[(o-tolyl)imino]imidazolidine). RXN SMILES: Cl.Cl.[CH2:3]([O:10][NH:11][CH2:12][CH2:13][NH2:14])[C:4]1[CH:9]=[CH:8][CH:7]=[CH:6][CH:5]=1.C1(C)C=CC=CC=1[C:21](Cl)=[NH:22].[OH-].[Na+].[C:27]1([CH3:33])[CH:32]=[CH:31][CH:30]=[CH:29][CH:28]=1>S([O-])(O)(=O)=O.C([N+](CCCC)(CCCC)CCCC)CCC.CCOCC>[CH2:3]([O:10][N:11]1[CH2:12][CH2:13][NH:14][C:21]1=[N:22][C:28]1[CH:29]=[CH:30][CH:31]=[CH:32][C:27]=1[CH3:33])[C:4]1[CH:9]=[CH:8][CH:7]=[CH:6][CH:5]=1 |f:0.1.2,4.5,7.8|. Procedure: A suspension of 21.6 g of N-(benzyloxy)ethylenediamine dihydrochloride in 250 ml of toluene is treated with 18.8 g of o-tolylimidocarbonyl chloride, 3.4 g of tetra-n-butylammonium hydrogen sulfate and, while stirring vigorously, dropwise with 80 ml of 28 percent sodium hydroxide. In so doing, the temperature rises to 52°. The mixture is stirred overnight and diluted with ether. The organic phase is separated, washed with water and extracted three times with 3 N sulfuric acid. The aqueous-acidic ... Starting materials: COc1ccc(CN2Cc3c(F)c(Cl)nc(Cl)c3C2=O)c(OC)c1, CC(C)(C)OC(=O)NC1CCNC1. Reaction SMILES: [Cl:1][c:2]1[n:3][c:4]([Cl:24])[c:5]([F:23])[c:6]2[c:7]1[C:8](=[O:22])[N:9]([CH2:11][c:12]1[c:13]([O:20][CH3:21])[cH:14][c:15]([O:18][CH3:19])[cH:16][cH:17]1)[CH2:10]2.[NH:25]1[CH2:26][CH:27]([NH:30][C:31]([O:32][C:33]([CH3:34])([CH3:35])[CH3:36])=[O:37])[CH2:28][CH2:29]1>>[Cl:1][c:2]1[n:3][c:4]([N:25]2[CH2:26][CH:27]([NH:30][C:31]([O:32][C:33]([CH3:34])([CH3:35])[CH3:36])=[O:37])[CH2:28][CH2:29]2)[c:5]([F:23])[c:6]2[c:7]1[C:8](=[O:22])[N:9]([CH2:11][c:12]1[c:13]([O:20][CH3:21])[cH:14][c:15]([O:18][CH3:19])[cH:16][cH:17]1)[CH2:10]2. Yields the product COc1ccc(CN2Cc3c(F)c(N4CCC(NC(=O)OC(C)(C)C)C4)nc(Cl)c3C2=O)c(OC)c1. Reactants: IC=1C=CC(=NC1)N1CCN(CC1)C(=O)OCC(=O)NC (2-(methylamino)-2-oxoethyl 4-(5-iodo-2-pyridyl)-1-piperazinecarboxylate), FC(OC1=CC=C(C=C1)B(O)O)(F)F (4-(trifluoromethoxy)-phenylboronic acid), C([O-])([O-])=O.[Na+].[Na+] (sodium carbonate). Reagents/catalysts: [Pd] (palladium). The solvent is C1(=CC=CC=C1)C (toluene). The product is FC(OC1=CC=C(C=C1)C=1C=CC(=NC1)N1CCN(CC1)C(=O)OCC(=O)NC)(F)F (2-(methylamino)-2-oxoethyl 4-(5-{4-[(trifluoro-methyl)oxy]phenyl}-2-pyridyl)-1-piperazinecarboxylate). Yield: 34.4%. As a reaction SMILES: I[C:2]1[CH:3]=[CH:4][C:5]([N:8]2[CH2:13][CH2:12][N:11]([C:14]([O:16][CH2:17][C:18]([NH:20][CH3:21])=[O:19])=[O:15])[CH2:10][CH2:9]2)=[N:6][CH:7]=1.[F:22][C:23]([F:35])([F:34])[O:24][C:25]1[CH:30]=[CH:29][C:28](B(O)O)=[CH:27][CH:26]=1.C(=O)([O-])[O-].[Na+].[Na+]>[Pd].C1(C)C=CC=CC=1>[F:22][C:23]([F:34])([F:35])[O:24][C:25]1[CH:30]=[CH:29][C:28]([C:2]2[CH:3]=[CH:4][C:5]([N:8]3[CH2:13][CH2:12][N:11]([C:14]([O:16][CH2:17][C:18]([NH:20][CH3:21])=[O:19])=[O:15])[CH2:10][CH2:9]3)=[N:6][CH:7]=2)=[CH:27][CH:26]=1 |f:2.3.4|. Procedure details: The process is performed according to the procedure described in Example 2 (step 2.4.). Starting with 0.250 g (0.61 mmol) of 2-(methylamino)-2-oxoethyl 4-(5-iodo-2-pyridyl)-1-piperazinecarboxylate, obtained in step 5.5., 0.51 g (2.44 moles) of 4-(trifluoromethoxy)-phenylboronic acid, 0.61 g (˜8 mol %) of palladium catalyst on a solid support, prepared in step 2.1. of Example 2, and 2.9 ml (7.32 mmol) of aqueous sodium carbonate solution (2.5M) suspended in 12 ml of toluene and 3 ml of ethanol, a...